From a dataset of the Open Reaction Database (ORD), a public repository of structured organic reaction records. describe an organic reaction: reactants, conditions, products, and yield Starting materials: NC1=NC(=C(C(=C1C#N)C1=CC=C(OC[C@H](OC([C@@H](NC([C@H](CC(=O)OC(C)(C)C)NC(=O)OC(C)(C)C)=O)C)=O)COC([C@@H](NC([C@H](CC(=O)OC(C)(C)C)NC(=O)OC(C)(C)C)=O)C)=O)C=C1)C#N)SCC=1N=C(OC1)C1=CC=C(C=C1)Cl (Di-tert-butyl (3S,6S,9S,13S,16S)-9-({4-[2-amino-6-({[2-(4-chlorophenyl)-1,3-oxazol-4-yl]methyl}sulfanyl)-3,5-dicyanopyridin-4-yl]phenoxy}methyl)-3,16-bis[(tert-butoxycarbonyl)amino]-6,13-dimethyl-4,7,12,15-tetraoxo-8,11-dioxa-5,14-diazaoctadecane-1,18-dioate), FC(C(=O)O)(F)F (trifluoroacetic acid). Run in ClCCl (dichloromethane). Reaction conditions: time 8 hour. Product: FC(C(=O)O)(F)F.FC(C(=O)O)(F)F.N[C@@H](CC(=O)O)C(N[C@H](C(O[C@H](COC([C@@H](NC([C@H](CC(=O)O)N)=O)C)=O)COC1=CC=C(C=C1)C1=C(C(=NC(=C1C#N)SCC=1N=C(OC1)C1=CC=C(C=C1)Cl)N)C#N)=O)C)=O ((3S,6S,9S,13S,16S)-3,16-Diamino-9-({4-[2-amino-6-({[2-(4-chlorophenyl)-1,3-oxazol-4-yl]methyl}sulfanyl)-3,5-dicyanopyridin-4-yl]phenoxy}methyl)-6,13-dimethyl-4,7,12,15-tetraoxo-8,11-dioxa-5,14-diazaoctadecane-1,18-dioic acid bis(trifluoroacetic acid) salt). RXN SMILES: [NH2:1][C:2]1[C:7]([C:8]#[N:9])=[C:6]([C:10]2[CH:69]=[CH:68][C:13]([O:14][CH2:15][C@@H:16]([CH2:42][O:43][C:44](=[O:67])[C@H:45]([CH3:66])[NH:46][C:47](=[O:65])[C@@H:48]([NH:57]C(OC(C)(C)C)=O)[CH2:49][C:50]([O:52]C(C)(C)C)=[O:51])[O:17][C:18](=[O:41])[C@H:19]([CH3:40])[NH:20][C:21](=[O:39])[C@@H:22]([NH:31]C(OC(C)(C)C)=O)[CH2:23][C:24]([O:26]C(C)(C)C)=[O:25])=[CH:12][CH:11]=2)[C:5]([C:70]#[N:71])=[C:4]([S:72][CH2:73][C:74]2[N:75]=[C:76]([C:79]3[CH:84]=[CH:83][C:82]([Cl:85])=[CH:81][CH:80]=3)[O:77][CH:78]=2)[N:3]=1.[F:86][C:87]([F:92])([F:91])[C:88]([OH:90])=[O:89]>ClCCl>[F:86][C:87]([F:92])([F:91])[C:88]([OH:90])=[O:89].[F:86][C:87]([F:92])([F:91])[C:88]([OH:90])=[O:89].[NH2:31][C@H:22]([C:21](=[O:39])[NH:20][C@@H:19]([CH3:40])[C:18](=[O:41])[O:17][C@@H:16]([CH2:15][O:14][C:13]1[CH:12]=[CH:11][C:10]([C:6]2[C:5]([C:70]#[N:71])=[C:4]([S:72][CH2:73][C:74]3[N:75]=[C:76]([C:79]4[CH:80]=[CH:81][C:82]([Cl:85])=[CH:83][CH:84]=4)[O:77][CH:78]=3)[N:3]=[C:2]([NH2:1])[C:7]=2[C:8]#[N:9])=[CH:69][CH:68]=1)[CH2:42][O:43][C:44](=[O:67])[C@H:45]([CH3:66])[NH:46][C:47](=[O:65])[C@@H:48]([NH2:57])[CH2:49][C:50]([OH:52])=[O:51])[CH2:23][C:24]([OH:26])=[O:25] |f:3.4.5|. Procedure details: An amount of 410 mg (0.336 mmol) of the compound from example 24A was introduced in 2 ml of dichloromethane, admixed with 0.259 ml (3.364 mmol) of trifluoroacetic acid and stirred at RT overnight. The reaction mixture was then concentrated and the residue was purified by means of preparative HPLC (eluent gradient: acetonitrile/water 10:90→95:5 with addition of 0.1% TFA). This gave 191 mg (50% of theory) of the target compound.